From a dataset of the Open Reaction Database (ORD), a public repository of structured organic reaction records. describe an organic reaction: reactants, conditions, products, and yield Reported procedure: 49.7 g of 2-bromo-2'-acetonaphthone, 49.9 g of 4-(p-fluorobenzoyl)piperidine hydrochloride, 0.5 g of potassium iodide and 50.4 g of sodium hydrogencarbonate were added to 500 ml of ethanol and the mixture was refluxed for 2 h. The solvent was distilled off and chloroform was added to the residue. The mixture was washed with water and dried. Chloroform was distilled off and the residue was purified according to silica gel column chromatography to obtain 58.9 g of the crystalline intended product,... The product is Cl.FC1=CC=C(C(=O)C2CCN(CC2)CC(=O)C2=CC3=CC=CC=C3C=C2)C=C1 (2-[4-(p-Fluorobenzoyl)-1-piperidinyl]-2'-acetonaphthone hydrochloride). The solvent is C(C)O (ethanol). RXN SMILES: Br[CH2:2][C:3]([C:5]1[CH:14]=[CH:13][C:12]2[C:7](=[CH:8][CH:9]=[CH:10][CH:11]=2)[CH:6]=1)=[O:4].[ClH:15].[F:16][C:17]1[CH:30]=[CH:29][C:20]([C:21]([CH:23]2[CH2:28][CH2:27][NH:26][CH2:25][CH2:24]2)=[O:22])=[CH:19][CH:18]=1.[I-].[K+].C(=O)([O-])O.[Na+].Cl>C(O)C>[ClH:15].[F:16][C:17]1[CH:18]=[CH:19][C:20]([C:21]([CH:23]2[CH2:28][CH2:27][N:26]([CH2:2][C:3]([C:5]3[CH:14]=[CH:13][C:12]4[C:7](=[CH:8][CH:9]=[CH:10][CH:11]=4)[CH:6]=3)=[O:4])[CH2:25][CH2:24]2)=[O:22])=[CH:29][CH:30]=1 |f:1.2,3.4,5.6,9.10|. The reactants are BrCC(=O)C1=CC2=CC=CC=C2C=C1 (2-bromo-2'-acetonaphthone), Cl.FC1=CC=C(C(=O)C2CCNCC2)C=C1 (4-(p-fluorobenzoyl)piperidine hydrochloride), [I-].[K+] (potassium iodide), C(O)([O-])=O.[Na+] (sodium hydrogencarbonate), Cl (hydrochloride). Starting materials: CC(C)(C)[Si](C)(C)OCC1(CO)CC1, CS(C)=O, CCN(C(C)C)C(C)C, ClCCl, O=C(Cl)C(=O)Cl. The product is CC(C)(C)[Si](C)(C)OCC1(C=O)CC1. As a reaction SMILES: [C:11]([CH3:12])([CH3:13])([CH3:14])[Si:15]([O:16][CH2:17][C:18]1([CH2:21][OH:22])[CH2:19][CH2:20]1)([CH3:23])[CH3:24].[CH3:1][S:2]([CH3:3])=[O:4].[CH:25]([N:26]([CH2:27][CH3:28])[CH:29]([CH3:30])[CH3:31])([CH3:32])[CH3:33].[Cl:34][CH2:35][Cl:36].[Cl:5][C:6]([C:7]([Cl:8])=[O:9])=[O:10]>>[C:11]([CH3:12])([CH3:13])([CH3:14])[Si:15]([O:16][CH2:17][C:18]1([CH:21]=[O:22])[CH2:19][CH2:20]1)([CH3:23])[CH3:24].